This data is from the Open Reaction Database (ORD), a public repository of structured organic reaction records. The task is: describe an organic reaction: reactants, conditions, products, and yield The reactants are CC1([C@@H]([C@H]1\C=C\C(=O)OC)C(=O)Cl)C ((1R,trans) 2,2-dimethyl-3-[(E)-3-methoxy-3-oxo-1-propenyl]-cyclopropane-1-carboxylic acid chloride), C(C)(C)(C)O (tert.-butanol). The solvent is C(Cl)(Cl)Cl (chloroform), C1=CC=CC=C1 (benzene). Yields the product CC1([C@@H]([C@H]1\C=C\C(=O)OC)C(=O)OC(C)(C)C)C (tert.-butyl (1R,trans) 2,2-dimethyl-3-[(E)-3-methoxy-3-oxo-1-propenyl]-cyclopropane-1-carboxylate). Reaction SMILES: [CH3:1][C:2]1([CH3:14])[C@H:4](/[CH:5]=[CH:6]/[C:7]([O:9][CH3:10])=[O:8])[C@H:3]1[C:11](Cl)=[O:12].[C:15]([OH:19])([CH3:18])([CH3:17])[CH3:16]>C1C=CC=CC=1.C(Cl)(Cl)Cl>[CH3:1][C:2]1([CH3:14])[C@H:4](/[CH:5]=[CH:6]/[C:7]([O:9][CH3:10])=[O:8])[C@H:3]1[C:11]([O:19][C:15]([CH3:18])([CH3:17])[CH3:16])=[O:12]. Reported procedure: Using the procedure of Example 3, 2.7 g of (1R,trans) 2,2-dimethyl-3-[(E)-3-methoxy-3-oxo-1-propenyl]-cyclopropane-1-carboxylic acid chloride in 12.5 ml of benzene and 1.23 ml of tert.-butanol were reacted to obtain 1.05 g of tert.-butyl (1R,trans) 2,2-dimethyl-3-[(E)-3-methoxy-3-oxo-1-propenyl]-cyclopropane-1-carboxylate melting at 67° C. with a specific rotation of [α]D20 =+75.5°±2° (c=0.5% in chloroform). The reactants are CCOC(=O)C(Cc1ccc(NC(=O)c2c(Cl)cccc2Cl)cc1)c1cccc(N(CC(C)C)C(=O)C(C)(C)C)c1, CO, [Na+], C1CCOC1, [OH-]. Product: CC(C)CN(C(=O)C(C)(C)C)c1cccc(C(Cc2ccc(NC(=O)c3c(Cl)cccc3Cl)cc2)C(=O)O)c1. RXN SMILES: [CH2:1]([CH3:2])[O:3][C:4]([CH:5]([CH2:6][c:7]1[cH:8][cH:9][c:10]([NH:13][C:14]([c:15]2[c:16]([Cl:22])[cH:17][cH:18][cH:19][c:20]2[Cl:21])=[O:23])[cH:11][cH:12]1)[c:24]1[cH:25][c:26]([N:30]([CH2:31][CH:32]([CH3:33])[CH3:34])[C:35]([C:36]([CH3:37])([CH3:38])[CH3:39])=[O:40])[cH:27][cH:28][cH:29]1)=[O:41].[CH3:44][OH:45].[Na+:43].[O:46]1[CH2:47][CH2:48][CH2:49][CH2:50]1.[OH-:42]>>[O:3]=[C:4]([CH:5]([CH2:6][c:7]1[cH:8][cH:9][c:10]([NH:13][C:14]([c:15]2[c:16]([Cl:22])[cH:17][cH:18][cH:19][c:20]2[Cl:21])=[O:23])[cH:11][cH:12]1)[c:24]1[cH:25][c:26]([N:30]([CH2:31][CH:32]([CH3:33])[CH3:34])[C:35]([C:36]([CH3:37])([CH3:38])[CH3:39])=[O:40])[cH:27][cH:28][cH:29]1)[OH:41]. Reactants: CC(C)O, CC(C)c1ccc(O)c2c1Cc1c(Cl)ccc(O)c1C2=O. Product: O=C1c2c(O)cccc2Cc2c(Cl)ccc(O)c21. RXN SMILES: [CH:22]([OH:23])([CH3:24])[CH3:25].[Cl:1][c:2]1[cH:3][cH:4][c:5]([OH:21])[c:6]2[c:15]1[CH2:14][c:13]1[c:8]([c:9]([OH:19])[cH:10][cH:11][c:12]1[CH:16]([CH3:17])[CH3:18])[C:7]2=[O:20]>>[Cl:1][c:2]1[cH:3][cH:4][c:5]([OH:21])[c:6]2[c:15]1[CH2:14][c:13]1[c:8]([c:9]([OH:19])[cH:10][cH:11][cH:12]1)[C:7]2=[O:20].